This data is from the Open Reaction Database (ORD), a public repository of structured organic reaction records. The task is: describe an organic reaction: reactants, conditions, products, and yield The reactants are O1CCN(CC1)CCCN (3-morpholinopropan-1-amine), ClC1=NC=CC(=N1)Cl (2,4-dichloropyrimidine), C(C)(C)N(CC)C(C)C (diisoproylethylamine), C(CCC)O (n-butanol). Run in O (water). Run at time 18 hour. Yields the product ClC1=NC=CC(=N1)NCCCN1CCOCC1 (2-chloro-N-(3-morpholinopropyl)pyrimidin-4-amine). Isolated yield 52.3%. RXN SMILES: [Cl:1][C:2]1[N:7]=[C:6](Cl)[CH:5]=[CH:4][N:3]=1.C(N(C(C)C)CC)(C)C.C(O)CCC.[O:23]1[CH2:28][CH2:27][N:26]([CH2:29][CH2:30][CH2:31][NH2:32])[CH2:25][CH2:24]1>O>[Cl:1][C:2]1[N:7]=[C:6]([NH:32][CH2:31][CH2:30][CH2:29][N:26]2[CH2:27][CH2:28][O:23][CH2:24][CH2:25]2)[CH:5]=[CH:4][N:3]=1. Procedure: To 2,4-dichloropyrimidine (5.0 g, 33.5 mmol), diisoproylethylamine (5.85 ml, 33.5 mmol) in 50 ml of a 1:1 mixture of n-butanol and water is added 3-morpholinopropan-1-amine (4.90 ml, 33.5 mmol). The resulting mixture was stirred for 18 hours at room temperature. The mixture is then concentrated in vacuo, diluted with 30 mL water and extracted with EtOAc (3×50 ml). Combined organic layers are washed with saturated NaHCO3 (2×20 ml) and saturated NaCl (2×20 ml), then dried over magnesium sulfate. T...